This data is from the Open Reaction Database (ORD), a public repository of structured organic reaction records. The task is: describe an organic reaction: reactants, conditions, products, and yield The reactants are O (Water), C(C)OCCO (2-ethoxyethanol), [H-].[Na+] (sodium hydride), ClC=1C(=NSN1)C=1C=NC=CC1 (3-(4-chloro-1,2,5-thiadiazol-3-yl) pyridine). Solvent: O1CCCC1 (tetrahydrofuran), O1CCCC1 (tetrahydrofuran). Run at time 2 hour. The product is C(C)OCCOC=1C(=NSN1)C=1C=NC=CC1 (3-(4-(2-ethoxyethoxy)-1,2,5-thiadiazol-3-yl)pyridine). RXN SMILES: [CH2:1]([O:3][CH2:4][CH2:5][OH:6])[CH3:2].[H-].[Na+].Cl[C:10]1[C:11]([C:15]2[CH:16]=[N:17][CH:18]=[CH:19][CH:20]=2)=[N:12][S:13][N:14]=1.O>O1CCCC1>[CH2:1]([O:3][CH2:4][CH2:5][O:6][C:10]1[C:11]([C:15]2[CH:16]=[N:17][CH:18]=[CH:19][CH:20]=2)=[N:12][S:13][N:14]=1)[CH3:2] |f:1.2|. Procedure details: To a solution of 2-ethoxyethanol (1.08 g, 12 mmol) and sodium hydride (410 mg, 12 mmol) in dry tetrahydrofuran was added a solution of 3-(4-chloro-1,2,5-thiadiazol-3-yl) pyridine (790 mg, 4 mmol) in dry tetrahydrofuran. The mixture was stirred at room temperature for 2 h. Water was added and the mixture was extracted with ether. The ether phase was dried and evaporated to give the title compound. The reactants are O=C=C1N=CC=N1, CN(C)c1ccccn1, CC#N, O=C(NCC(O)CNc1ccc(N2CCOCC2=O)c(F)c1)c1ccc(Cl)s1, C1COCCO1. Product: O=C(NCC1CN(c2ccc(N3CCOCC3=O)c(F)c2)C(=O)O1)c1ccc(Cl)s1. As a reaction SMILES: [C:29](=[O:30])=[C:31]1[N:32]=[CH:33][CH:34]=[N:35]1.[CH3:36][N:37]([c:38]1[cH:39][cH:40][cH:41][cH:42][n:43]1)[CH3:44].[CH3:45][C:46]#[N:47].[Cl:1][c:2]1[cH:3][cH:4][c:5]([C:7](=[O:8])[NH:9][CH2:10][CH:11]([CH2:12][NH:13][c:14]2[cH:15][c:16]([F:27])[c:17]([N:20]3[C:21](=[O:26])[CH2:22][O:23][CH2:24][CH2:25]3)[cH:18][cH:19]2)[OH:28])[s:6]1.[O:48]1[CH2:49][CH2:50][O:51][CH2:52][CH2:53]1>>[Cl:1][c:2]1[cH:3][cH:4][c:5]([C:7](=[O:8])[NH:9][CH2:10][CH:11]2[CH2:12][N:13]([c:14]3[cH:15][c:16]([F:27])[c:17]([N:20]4[C:21](=[O:26])[CH2:22][O:23][CH2:24][CH2:25]4)[cH:18][cH:19]3)[C:29](=[O:30])[O:28]2)[s:6]1. Reactants: FC(C1=CC=2C(=NC=C(C2)CN)N1)(F)F (1-[2-(Trifluoromethyl)-1H-pyrrolo[2,3-b]pyridin-5-yl]methanamine), FC(C1=CC=2C(=NC=C(C2)CN)N1)(F)F (1-[2-(Trifluoromethyl)-1H-pyrrolo[2,3-b]pyridin-5-yl]methanamine), ClC1=NC=NC(=C1C)C(C)F (4-chloro-6-(1-fluoroethyl)-5-methylpyrimidine), ClC1=NC=NC(=C1C)C(C)F (4-chloro-6-(1-fluoroethyl)-5-methylpyrimidine), CCN(C(C)C)C(C)C (DIPEA), Cl (HCl), C(C)OCC (diethyl ether). The solvent is CN1C(CCC1)=O (N-methyl-2-pyrrolidone), C(C)(=O)OCC (ethyl acetate). Conditions: temperature 100 celsius. Product: Cl.FC(C)C1=C(C(=NC=N1)NCC=1C=C2C(=NC1)NC(=C2)C(F)(F)F)C (6-(1-fluoroethyl)-5-methyl-N-{[2-(trifluoromethyl)-1H-pyrrolo[2,3-b]pyridin-5-yl]methyl}-4-pyrimidinamine hydrochloride). Isolated yield 12.7%. RXN SMILES: [F:1][C:2]([F:15])([F:14])[C:3]1[NH:13][C:6]2=[N:7][CH:8]=[C:9]([CH2:11][NH2:12])[CH:10]=[C:5]2[CH:4]=1.[Cl:16][C:17]1[C:22]([CH3:23])=[C:21]([CH:24]([F:26])[CH3:25])[N:20]=[CH:19][N:18]=1.CCN(C(C)C)C(C)C.Cl.C(OCC)C>CN1CCCC1=O.C(OCC)(=O)C>[ClH:16].[F:26][CH:24]([C:21]1[N:20]=[CH:19][N:18]=[C:17]([NH:12][CH2:11][C:9]2[CH:10]=[C:5]3[CH:4]=[C:3]([C:2]([F:1])([F:14])[F:15])[NH:13][C:6]3=[N:7][CH:8]=2)[C:22]=1[CH3:23])[CH3:25] |f:7.8|. Procedure: 1-[2-(Trifluoromethyl)-1H-pyrrolo[2,3-b]pyridin-5-yl]methanamine (Intermediate 5, 100 mg, 0.465 mmol), 4-chloro-6-(1-fluoroethyl)-5-methylpyrimidine (Intermediate 45, 153 mg, 0.874 mmol) and DIPEA (0.162 mL, 0.929 mmol) were added together in N-methyl-2-pyrrolidone (NMP) (3 mL) and the resulting mixture was heated at 100° C. for 2 hours and allowed to cool to room temperature. The reaction mixture was diluted with ethyl acetate and washed with water and brine. The organic layer was separated, dr... Starting materials: O=C1CCC(=O)N1Br, CCOC(=O)c1cn(C(C)C)nc1O, ClCCl. The product is CCOC(=O)c1c(O)nn(C(C)C)c1Br. As a reaction SMILES: [Br:15][N:16]1[C:17](=[O:18])[CH2:19][CH2:20][C:21]1=[O:22].[CH2:1]([CH3:2])[O:3][C:4](=[O:5])[c:6]1[c:7]([OH:14])[n:8][n:9]([CH:11]([CH3:12])[CH3:13])[cH:10]1.[Cl:23][CH2:24][Cl:25]>>[CH2:1]([CH3:2])[O:3][C:4](=[O:5])[c:6]1[c:7]([OH:14])[n:8][n:9]([CH:11]([CH3:12])[CH3:13])[c:10]1[Br:15]. Yields the product CN(c1cccc2cc(C3=NCC(CN4CCS(=O)CC4)S3)[nH]c12)S(=O)(=O)c1ccccn1. Reaction SMILES: [CH3:1][N:2]([S:3](=[O:4])(=[O:5])[c:6]1[n:7][cH:8][cH:9][cH:10][cH:11]1)[c:12]1[cH:13][cH:14][cH:15][c:16]2[cH:17][c:18]([C:21]3=[N:25][CH2:24][CH:23]([CH2:26][N:27]4[CH2:28][CH2:29][S:30][CH2:31][CH2:32]4)[S:22]3)[nH:19][c:20]12.[CH3:44][CH2:45][O:46][C:47](=[O:48])[CH3:49].[Cl:33][c:34]1[cH:35][cH:36][cH:37][c:38]([C:39]([O:40][OH:42])=[O:41])[cH:43]1>>[CH3:1][N:2]([S:3](=[O:4])(=[O:5])[c:6]1[n:7][cH:8][cH:9][cH:10][cH:11]1)[c:12]1[cH:13][cH:14][cH:15][c:16]2[cH:17][c:18]([C:21]3=[N:25][CH2:24][CH:23]([CH2:26][N:27]4[CH2:28][CH2:29][S:30](=[O:41])[CH2:31][CH2:32]4)[S:22]3)[nH:19][c:20]12. Starting materials: CN(c1cccc2cc(C3=NCC(CN4CCSCC4)S3)[nH]c12)S(=O)(=O)c1ccccn1, CCOC(C)=O, O=C(OO)c1cccc(Cl)c1. The reactants are BrCC(=O)N1[C@@H](C[C@@H](C1)F)C#N ((2S,4S)-1-(2-bromoacetyl)-4-fluoropyrrolidine-2-carbonitrile), ice, NC12CCC(CC1)(CC2)C(=O)OCC (Ethyl 4-aminobicyclo[2.2.2]octane-1-carboxylate), C(C)(C)NC(C)C (diisopropylamine), O (water). The solvent is C(C)#N (acetonitrile), C(C)#N (acetonitrile). Conditions: time 1.5 hour. Yields the product C(C)OC(=O)C12CCC(CC1)(CC2)NCC(=O)N2[C@@H](C[C@@H](C2)F)C#N ((2S,4S)-1-[[N-(4-ethoxycarbonylbicyclo[2.2.2]oct-1-yl)amino]acetyl]-4-fluoropyrrolidine-2-carbonitrile). The yield is 88.3%. As a reaction SMILES: [NH2:1][C:2]12[CH2:9][CH2:8][C:5]([C:10]([O:12][CH2:13][CH3:14])=[O:11])([CH2:6][CH2:7]1)[CH2:4][CH2:3]2.C(NC(C)C)(C)C.Br[CH2:23][C:24]([N:26]1[CH2:30][C@@H:29]([F:31])[CH2:28][C@H:27]1[C:32]#[N:33])=[O:25].O>C(#N)C>[CH2:13]([O:12][C:10]([C:5]12[CH2:4][CH2:3][C:2]([NH:1][CH2:23][C:24]([N:26]3[CH2:30][C@@H:29]([F:31])[CH2:28][C@H:27]3[C:32]#[N:33])=[O:25])([CH2:9][CH2:8]1)[CH2:7][CH2:6]2)=[O:11])[CH3:14]. Procedure: Ethyl 4-aminobicyclo[2.2.2]octane-1-carboxylate (92.0 mg) was dissolved in acetonitrile (2 mL) and diisopropylamine (100 μL) was added to the solution. While the mixture was chilled in an ice bath, (2S,4S)-1-(2-bromoacetyl)-4-fluoropyrrolidine-2-carbonitrile (100 mg) in acetonitrile (1 mL) was added dropwise. The mixture was stirred for 1.5 hours while chilled in the ice bath. Subsequently, water was added and the mixture was extracted with ethyl acetate. The ethyl acetate layer was washed with ...